From a dataset of the Open Reaction Database (ORD), a public repository of structured organic reaction records. describe an organic reaction: reactants, conditions, products, and yield Starting materials: ClC1=C(C=C(C=C1)C(C)(C)C1=CN=C(N1C1=CC=C(C=C1)F)SCC1=C(C=C(C=C1F)S(=O)(=O)N[C@@H](C(=O)OC)C)F)OC ((R)-methyl 2-(4-((5-(2-(4-chloro-3-methoxyphenyl)propan-2-yl)-1-(4-fluorophenyl)-1H-imidazol-2-ylthio)methyl)-3,5-difluorophenylsulfonamido)propanoate), C(=O)([O-])[O-].[K+].[K+] (K2CO3), BrCCCBr (1,3-dibromopropane). The solvent is CC#N (MeCN). Conditions: temperature 60 celsius. Product: BrCCCN(S(=O)(=O)C1=CC(=C(C(=C1)F)CSC=1N(C(=CN1)C(C)(C)C1=CC(=C(C=C1)Cl)OC)C1=CC=C(C=C1)F)F)[C@@H](C(=O)OC)C ((R)-methyl 2-(N-(3-bromopropyl)-4-((5-(2-(4-chloro-3-methoxyphenyl)propan-2-yl)-1-(4-fluorophenyl)-1H-imidazol-2-ylthio)methyl)-3,5-difluorophenylsulfonamido)propanoate). Isolated yield 0.0%. As a reaction SMILES: [Cl:1][C:2]1[CH:7]=[CH:6][C:5]([C:8]([C:11]2[N:15]([C:16]3[CH:21]=[CH:20][C:19]([F:22])=[CH:18][CH:17]=3)[C:14]([S:23][CH2:24][C:25]3[C:30]([F:31])=[CH:29][C:28]([S:32]([NH:35][C@H:36]([CH3:41])[C:37]([O:39][CH3:40])=[O:38])(=[O:34])=[O:33])=[CH:27][C:26]=3[F:42])=[N:13][CH:12]=2)([CH3:10])[CH3:9])=[CH:4][C:3]=1[O:43][CH3:44].C([O-])([O-])=O.[K+].[K+].[Br:51][CH2:52][CH2:53][CH2:54]Br>CC#N>[Br:51][CH2:52][CH2:53][CH2:54][N:35]([C@H:36]([CH3:41])[C:37]([O:39][CH3:40])=[O:38])[S:32]([C:28]1[CH:27]=[C:26]([F:42])[C:25]([CH2:24][S:23][C:14]2[N:15]([C:16]3[CH:21]=[CH:20][C:19]([F:22])=[CH:18][CH:17]=3)[C:11]([C:8]([C:5]3[CH:6]=[CH:7][C:2]([Cl:1])=[C:3]([O:43][CH3:44])[CH:4]=3)([CH3:9])[CH3:10])=[CH:12][N:13]=2)=[C:30]([F:31])[CH:29]=1)(=[O:33])=[O:34] |f:1.2.3|. Procedure: To a solution of (R)-methyl 2-(4-((5-(2-(4-chloro-3-methoxyphenyl)propan-2-yl)-1-(4-fluorophenyl)-1H-imidazol-2-ylthio)methyl)-3,5-difluorophenylsulfonamido)propanoate (200 mg, 0.30 mol) in MeCN (4 mL) were added K2CO3 (124 mg, 0.90 mol) and 1,3-dibromopropane (121 mg, 0.60 mol). The reaction flask was heated at 60° C. for 4 h. The reaction mixture was cooled to room temperature and concentrated under reduced pressure. The resulting product was purified by column chromatography (silica, Hex/EtOA... Starting materials: COC(CCCCCCCCCCCCCCCBr)=O (16-bromohexadecanoic acid methyl ester), C(#N)C1=CC=C(C=C1)C1=CC=C(C=C1)O (4-cyano-4′-hydroxybiphenyl), C(=O)([O-])[O-].[K+].[K+] (K2CO3), C(=O)(O)[O-].[Na+] (NaHCO3). Solvent: CC#N (MeCN). Conditions: temperature 82 celsius, time 17 hour. Yields the product COC(C(CCCCCCCCCCCCCC)OC1=CC=C(C=C1)C1=CC=C(C=C1)C#N)=O ((4′-cyanobiphenyl-4-yloxy)hexadecanoic acid methyl ester). Isolated yield 83.8%. As a reaction SMILES: [CH3:1][O:2][C:3](=[O:20])[CH2:4][CH2:5][CH2:6][CH2:7][CH2:8][CH2:9][CH2:10][CH2:11][CH2:12][CH2:13][CH2:14][CH2:15][CH2:16][CH2:17][CH2:18]Br.[C:21]([C:23]1[CH:28]=[CH:27][C:26]([C:29]2[CH:34]=[CH:33][C:32]([OH:35])=[CH:31][CH:30]=2)=[CH:25][CH:24]=1)#[N:22].C([O-])([O-])=O.[K+].[K+].C([O-])(O)=O.[Na+]>CC#N>[CH3:1][O:2][C:3](=[O:20])[CH:4]([O:35][C:32]1[CH:31]=[CH:30][C:29]([C:26]2[CH:27]=[CH:28][C:23]([C:21]#[N:22])=[CH:24][CH:25]=2)=[CH:34][CH:33]=1)[CH2:5][CH2:6][CH2:7][CH2:8][CH2:9][CH2:10][CH2:11][CH2:12][CH2:13][CH2:14][CH2:15][CH2:16][CH2:17][CH3:18] |f:2.3.4,5.6|. Reported procedure: A mixture of 16-bromohexadecanoic acid methyl ester (4.86 g, 13.9 mmol), MeCN (20 ml), 4-cyano-4′-hydroxybiphenyl (3.16 g, 16.2 mmol), and K2CO3 (2.45 g, 17.7 mmol) was stirred at 82° C. After 17 h satd aqueous NaHCO3 (150 ml) was added, and the product was filtered, washed with water, and recrystallized from boiling MeCN (approx 80 ml). Filtration and drying under reduced pressure yielded 5.40 g (84%) of (4′-cyanobiphenyl-4-yloxy)hexadecanoic acid methyl ester colorless needles. The reactants are CCOc1ccc(O)c(CC(=O)OC)c1, CN(C)C=O, Cc1oc(-c2ccccc2)nc1COc1ccc(CCl)cc1, [H-], [Na+], O. Yields the product CCOc1ccc(OCc2ccc(OCc3nc(-c4ccccc4)oc3C)cc2)c(CC(=O)OC)c1. RXN SMILES: [CH2:23]([CH3:24])[O:25][c:26]1[cH:27][cH:28][c:29]([OH:37])[c:30]([CH2:32][C:33](=[O:34])[O:35][CH3:36])[cH:31]1.[CH3:38][N:39]([CH3:40])[CH:41]=[O:42].[Cl:1][CH2:2][c:3]1[cH:4][cH:5][c:6]([O:7][CH2:8][c:9]2[n:10][c:11](-[c:15]3[cH:16][cH:17][cH:18][cH:19][cH:20]3)[o:12][c:13]2[CH3:14])[cH:21][cH:22]1.[H-:43].[Na+:44].[OH2:45]>>[CH2:2]([c:3]1[cH:4][cH:5][c:6]([O:7][CH2:8][c:9]2[n:10][c:11](-[c:15]3[cH:16][cH:17][cH:18][cH:19][cH:20]3)[o:12][c:13]2[CH3:14])[cH:21][cH:22]1)[O:37][c:29]1[cH:28][cH:27][c:26]([O:25][CH2:23][CH3:24])[cH:31][c:30]1[CH2:32][C:33](=[O:34])[O:35][CH3:36].